Dataset: the Open Reaction Database (ORD), a public repository of structured organic reaction records. Task: describe an organic reaction: reactants, conditions, products, and yield The reactants are CC1(N=CC2=C3C(C(CC2C1=O)=O)=NC(=N3)C3=CC=C(C=C3)Cl)C (7,7-dimethyl-2-(4-chloro phenyl)-5H,7H-imidazo[4,5-h]isoquinoline-4,6-dione), BrCCCl (1-bromo-2-chloro-ethane). Yields the product CC1(N=CC2=C3C(C(C(C2C1=O)CCCl)=O)=NC(=N3)C3=CC=C(C=C3)Cl)C (7,7-Dimethyl-2-(4-chloro-phenyl)-5-(2-chloro-ethyl)-5H,7H-imidazo[4,5-h]isoquinoline-4,6-dione). As a reaction SMILES: [CH3:1][C:2]1([CH3:24])[C:11](=[O:12])[CH:10]2[C:5](=[C:6]3[N:16]=[C:15]([C:17]4[CH:22]=[CH:21][C:20]([Cl:23])=[CH:19][CH:18]=4)[N:14]=[C:7]3[C:8](=[O:13])[CH2:9]2)[CH:4]=[N:3]1.Br[CH2:26][CH2:27][Cl:28]>>[CH3:1][C:2]1([CH3:24])[C:11](=[O:12])[CH:10]2[C:5](=[C:6]3[N:16]=[C:15]([C:17]4[CH:22]=[CH:21][C:20]([Cl:23])=[CH:19][CH:18]=4)[N:14]=[C:7]3[C:8](=[O:13])[CH:9]2[CH2:26][CH2:27][Cl:28])[CH:4]=[N:3]1. Procedure: Prepared analogous to Example 23 from 7.5 gm of 7,7-dimethyl-2-(4-chloro phenyl)-5H,7H-imidazo[4,5-h]isoquinoline-4,6-dione and 6.9 gm of 1-bromo-2-chloro-ethane.